describe an organic reaction: reactants, conditions, products, and yield From a dataset of the Open Reaction Database (ORD), a public repository of structured organic reaction records. Starting materials: C1(=CC=CC=C1)S(=O)(=O)N1C(=CC=2C1=NC=C(C2)F)C(CC2CCC2)(O)C2=CC=C(C=C2)S(=O)C (1-(1-benzenesulfonyl-5-fluoro-1H-pyrrolo[2,3-b]pyridin-2-yl)-2-cyclobutyl-1-(4-methylsulfinyl-phenyl)-ethanol), [Mn](=O)(=O)(=O)[O-].[K+] (potassium permanganate). The solvent is CO (methanol), O (water), C(C)(=O)OCC (ethyl acetate). Conditions: time 2 hour. Yields the product C1(=CC=CC=C1)S(=O)(=O)N1C(=CC=2C1=NC=C(C2)F)C(CC2CCC2)(O)C2=CC=C(C=C2)S(=O)(=O)C (1-(1-benzenesulfonyl-5-fluoro-1H-pyrrolo[2,3-b]pyridin-2-yl)-2-cyclobutyl-1-(4-methylsulfonyl-phenyl)-ethanol). Yield: 123.0%. RXN SMILES: [C:1]1([S:7]([N:10]2[C:14]3=[N:15][CH:16]=[C:17]([F:19])[CH:18]=[C:13]3[CH:12]=[C:11]2[C:20]([C:27]2[CH:32]=[CH:31][C:30]([S:33]([CH3:35])=[O:34])=[CH:29][CH:28]=2)([OH:26])[CH2:21][CH:22]2[CH2:25][CH2:24][CH2:23]2)(=[O:9])=[O:8])[CH:6]=[CH:5][CH:4]=[CH:3][CH:2]=1.[Mn]([O-])(=O)(=O)=[O:37].[K+]>CO.O.C(OCC)(=O)C>[C:1]1([S:7]([N:10]2[C:14]3=[N:15][CH:16]=[C:17]([F:19])[CH:18]=[C:13]3[CH:12]=[C:11]2[C:20]([C:27]2[CH:28]=[CH:29][C:30]([S:33]([CH3:35])(=[O:37])=[O:34])=[CH:31][CH:32]=2)([OH:26])[CH2:21][CH:22]2[CH2:25][CH2:24][CH2:23]2)(=[O:9])=[O:8])[CH:6]=[CH:5][CH:4]=[CH:3][CH:2]=1 |f:1.2|. Procedure: To a stirred solution of 1-(1-benzenesulfonyl-5-fluoro-1H-pyrrolo[2,3-b]pyridin-2-yl)-2-cyclobutyl-1-(4-methylsulfinyl-phenyl)-ethanol (512 mg, 1 mmol) in methanol (50 mL) and water (10 mL) was added potassium permanganate (126 mg, 0.8 mmol) at room temperature. The mixture was stirred at room temperature for 2 h, diluted with ethyl acetate (150 mL), washed with brine, dried over anhydrous sodium sulfate and concentrated in vacuo to afford 1-(1-benzenesulfonyl-5-fluoro-1H-pyrrolo[2,3-b]pyridin-2... Reactants: Cn1cc(Br)cn1, CCCC[Sn](Cl)(CCCC)CCCC, CCOC(C)=O. The product is CCCC[Sn](CCCC)(CCCC)c1cnn(C)c1. RXN SMILES: [Br:1][c:2]1[cH:3][n:4][n:5]([CH3:7])[cH:6]1.[CH2:8]([CH2:9][CH2:10][CH3:11])[Sn:12]([CH2:13][CH2:14][CH2:15][CH3:16])([CH2:17][CH2:18][CH2:19][CH3:20])[Cl:21].[CH3:22][CH2:23][O:24][C:25](=[O:26])[CH3:27]>>[c:2]1([Sn:12]([CH2:8][CH2:9][CH2:10][CH3:11])([CH2:13][CH2:14][CH2:15][CH3:16])[CH2:17][CH2:18][CH2:19][CH3:20])[cH:3][n:4][n:5]([CH3:7])[cH:6]1.